From a dataset of the Open Reaction Database (ORD), a public repository of structured organic reaction records. describe an organic reaction: reactants, conditions, products, and yield The yield is 13.2%. Reaction conditions: temperature -70 celsius, time 15 minute. The reactants are dilithio, C1(=CC=CC=C1)P(=O)(Cl)Cl (phenylphosphonic dichloride), C(CCC)[Li] (n-butyllithium), CN(CCN(C)C)C (tetramethylethylenediamine), CNCC1=CC=C(C=C1)Cl (N-methyl-4-chloro-benzylamine). Yields the product C1(=CC=CC=C1)P1(N(CC2=C1C=C(C=C2)Cl)C)=O (1-phenyl-2-methyl-6-chloro-2,3-dihydro-1H-2,1-benzazaphosphole-1-oxide). Solvent: C1CCCCC1 (cyclohexane), CCCCCC (hexane), C1CCCCC1 (cyclohexane), C1CCCCC1 (cyclohexane), CCOCC (ether). Reaction SMILES: C([Li])CCC.CN(C)CCN(C)C.[CH3:14][NH:15][CH2:16][C:17]1[CH:22]=[CH:21][C:20]([Cl:23])=[CH:19][CH:18]=1.[C:24]1([P:30](Cl)(Cl)=[O:31])[CH:29]=[CH:28][CH:27]=[CH:26][CH:25]=1>CCCCCC.CCOCC.C1CCCCC1>[C:24]1([P:30]2(=[O:31])[C:18]3[CH:19]=[C:20]([Cl:23])[CH:21]=[CH:22][C:17]=3[CH2:16][N:15]2[CH3:14])[CH:29]=[CH:28][CH:27]=[CH:26][CH:25]=1. Procedure: Under a static nitrogen atmosphere at 0° C., a solution of n-butyllithium (7.87 g, 0.123 mol) in hexane was added to a solution of tetramethylethylenediamine (14.3 g, 0.123 mol) in 60 ml. of anhydrous cyclohexane with constant stirring. The resulting mixture was stirred for an additional 15 minutes and then cooled to -70° C. using a solid carbon dioxide-acetate bath. A solution of N-methyl-4-chloro-benzylamine (9.6 g, 0.06 mol) in 60 ml. of anhydrous cyclohexane was added to the reaction mixture... Starting materials: CC1=C(C=CC=C1)C(CCN1CCCCC1)NC(=O)CC1=NC2=CC=CC=C2C=C1 (N-[1-(2-methylphenyl)-3-piperidinopropyl]quinaldinamide), C(\C=C\C(=O)O)(=O)O (fumaric acid). The product is C(\C=C\C(=O)O)(=O)O.CC1=C(C=CC=C1)C(CCN1CCCCC1)NC(=O)CC1=NC2=CC=CC=C2C=C1 (N-[1-(2-methylphenyl)-3-piperidinopropyl]quinaldinamide fumarate). The yield is 72.0%. As a reaction SMILES: [CH3:1][C:2]1[CH:7]=[CH:6][CH:5]=[CH:4][C:3]=1[CH:8]([NH:17][C:18]([CH2:20][C:21]1[CH:30]=[CH:29][C:28]2[C:23](=[CH:24][CH:25]=[CH:26][CH:27]=2)[N:22]=1)=[O:19])[CH2:9][CH2:10][N:11]1[CH2:16][CH2:15][CH2:14][CH2:13][CH2:12]1.[C:31]([OH:38])(=[O:37])/[CH:32]=[CH:33]/[C:34]([OH:36])=[O:35]>>[C:31]([OH:38])(=[O:37])/[CH:32]=[CH:33]/[C:34]([OH:36])=[O:35].[CH3:1][C:2]1[CH:7]=[CH:6][CH:5]=[CH:4][C:3]=1[CH:8]([NH:17][C:18]([CH2:20][C:21]1[CH:30]=[CH:29][C:28]2[C:23](=[CH:24][CH:25]=[CH:26][CH:27]=2)[N:22]=1)=[O:19])[CH2:9][CH2:10][N:11]1[CH2:12][CH2:13][CH2:14][CH2:15][CH2:16]1 |f:2.3|. Procedure: The procedure of Example 11 was repeated using 736 mg (1.9 mmol.) of N-[1-(2-methylphenyl)-3-piperidinopropyl]quinaldinamide and 220 mg (1.9 mmol.) of fumaric acid, to obtain 708 mg (yield: 74%) of the subject compound. The product is C(C)(C)(C)C=1C=C(C=C(C1)CC(C(C)=O)C(C)=O)CC(C(C)=O)C(C)=O (3,3′-[5-t-butyl-1,3-phenylenebis(methylene)]bis(2,4-pentanedione)). The yield is 69.0%. Reactants: C(C)(C)(C)O (t-butylalcohol), [I-].[K+] (potassium iodide), saturated aqueous salt, C(C)(=O)CC(C)=O (acetylacetone), BrCC1=CC(=CC(=C1)C(C)(C)C)CBr (1,3-bis(bromomethyl)-5-t-butylbenzene), C(C)OCC (diethylether). Run at temperature 82 celsius, time 30 minute. Procedure details: In a four-neck flask having a capacity of 500 mL, 19.6 g (175 mmol) of t-butokypotassium and 300 mL of t-butylalcohol were put in, agitated at a temperature of 82° C. for 30 minutes, dropped with 26.5 g (262 mmol) of acetylacetone at the temperature for 12 minutes, and then agitated for 2 hours. Thereafter, at 81 to 83° C., 25.0 g (87.3 mmol) of 1,3-bis(bromomethyl)-5-t-butylbenzene was added for 30 minutes, and then agitated for 1 hour. Thereafter, 3.49 g (21.0 mmol) of potassium iodide was add... Reaction SMILES: [C:1]([OH:5])([CH3:4])([CH3:3])C.[C:6]([CH2:9][C:10](=[O:12])[CH3:11])(=[O:8])[CH3:7].Br[CH2:14][C:15]1[CH:20]=[C:19]([C:21]([CH3:24])([CH3:23])[CH3:22])[CH:18]=[C:17]([CH2:25]Br)[CH:16]=1.[I-].[K+].[CH2:29]([O:31]CC)[CH3:30]>O>[C:21]([C:19]1[CH:18]=[C:17]([CH2:25][CH:3]([C:29](=[O:31])[CH3:30])[C:1](=[O:5])[CH3:4])[CH:16]=[C:15]([CH2:14][CH:9]([C:10](=[O:12])[CH3:11])[C:6](=[O:8])[CH3:7])[CH:20]=1)([CH3:24])([CH3:23])[CH3:22] |f:3.4|. The solvent is O (water). The reactants are FC(C=1C=C(N)C=C(C1)C(F)(F)F)(F)F (3,5-bis-trifluoromethylaniline), C1CCC(C2=NC=3C(CCCC3C=C12)=O)=O (2,3,7,8-tetrahydro-1H,6H-acridine-4,5-dione). Yields the product FC(C=1C=C(C=C(C1)C(F)(F)F)N=C1CCCC2=CC=3CCCC(C3N=C12)=NC1=CC(=CC(=C1)C(F)(F)F)C(F)(F)F)(F)F (4,5-bis[3,5-bis-trifluoromethylphenylimino]-1,2,3,4,5,6,7,8-octahydroacridine). As a reaction SMILES: [F:1][C:2]([F:15])([F:14])[C:3]1[CH:4]=[C:5]([CH:7]=[C:8]([C:10]([F:13])([F:12])[F:11])[CH:9]=1)[NH2:6].[CH2:16]1[C:29]2[C:20](=[N:21][C:22]3[C:23](=O)[CH2:24][CH2:25][CH2:26][C:27]=3[CH:28]=2)[C:19](=O)[CH2:18][CH2:17]1>>[F:1][C:2]([F:14])([F:15])[C:3]1[CH:4]=[C:5]([N:6]=[C:19]2[C:20]3[C:29](=[CH:28][C:27]4[CH2:26][CH2:25][CH2:24][C:23](=[N:6][C:5]5[CH:7]=[C:8]([C:10]([F:11])([F:12])[F:13])[CH:9]=[C:3]([C:2]([F:1])([F:14])[F:15])[CH:4]=5)[C:22]=4[N:21]=3)[CH2:16][CH2:17][CH2:18]2)[CH:7]=[C:8]([C:10]([F:11])([F:12])[F:13])[CH:9]=1. Procedure: was synthesized by methods similar to those in Examples 3 and 4: 3,5-bis-trifluoromethylaniline was condensed with 2,3,7,8-tetrahydro-1H,6H-acridine-4,5-dione to yield 4,5-bis[3,5-bis-trifluoromethylphenylimino]-1,2,3,4,5,6,7,8-octahydroacridine (5). The complexation of (5) with FeCl2.4H2O was carried out with azeotropic removal of methanol in benzene. The structure of the final complex was proved by direct probe GC. Exact mass direct probe calculated for C29H19Cl2F12FeN3: 763.01. Found: 763.01. The reactants are N([C@@H](COCC1=CC=CC=C1)C(=O)O)C(=O)OC(C)(C)C (Boc-Ser(Bzl)), CN1CCOCC1 (N-methylmorpholine), C(C(C)C)OC(=O)Cl (isobutylchloroformate). The solvent is C1CCOC1 (THF). The product is N([C@@H](COCC1=CC=CC=C1)C(=O)NCC)C(=O)OC(C)(C)C (Boc-Ser(Bzl)-NHEt). RXN SMILES: [NH:1]([C:15]([O:17][C:18]([CH3:21])([CH3:20])[CH3:19])=[O:16])[C@H:2]([C:12]([OH:14])=O)[CH2:3][O:4][CH2:5][C:6]1[CH:11]=[CH:10][CH:9]=[CH:8][CH:7]=1.C[N:23]1CCO[CH2:25][CH2:24]1.C(OC(Cl)=O)C(C)C>C1COCC1>[NH:1]([C:15]([O:17][C:18]([CH3:21])([CH3:20])[CH3:19])=[O:16])[C@H:2]([C:12]([NH:23][CH2:24][CH3:25])=[O:14])[CH2:3][O:4][CH2:5][C:6]1[CH:7]=[CH:8][CH:9]=[CH:10][CH:11]=1. Procedure details: To a solution of Boc-Ser(Bzl), (6.0 gm, 20.3 mmol) and N-methylmorpholine, 2.3 mL, (20.9 mmol) in 50 mL of THF, was added isobutylchloroformate (2.7 mL, 20.8 mmol), at -15° C. The solution was stirred for a few minutes, and gaseous ethylamine was bubbled through the mixture. The mixture was allowed to stir at -15° C. for 30 min. It was then filtered and the filtrate was concentrated to dryness. The resulting residue was dissolved in ethyl acetate (100 mL), and was washed successively with 1M HCl...